From a dataset of the Open Reaction Database (ORD), a public repository of structured organic reaction records. describe an organic reaction: reactants, conditions, products, and yield Starting materials: CC1(COC(OC1)C(C)[C@H]1CC[C@H]2C3=CC=C4C[C@H](C[C@@H]([C@]4(C)[C@H]3CC[C@]12C)OC(N(C)C)=O)OC(NC1=CC=CC=C1)=O)C (20-(5,5-dimethyl-1,3-dioxan-2-yl)-1α-(N,N-dimethylcarbamoyl)oxy-3β-(N-phenylcarbamoyl)oxypregna-5,7-diene), C1(=CC=C(C=C1)S(=O)(=O)[O-])C.[NH+]1=CC=CC=C1 (pyridinium p-toluenesulfonate). The solvent is CC(CC)=O (2-butanone). Run at temperature 50 celsius, time 10 hour. Product: CN(C(=O)O[C@H]1C[C@@H](CC2=CC=C3[C@@H]4CC[C@H](C(C)C=O)[C@]4(CC[C@@H]3[C@@]12C)C)OC(NC1=CC=CC=C1)=O)C (1α-(N,N-dimethylcarbamoyl)oxy-3β-(N-phenylcarbamoyl)oxypregna-5,7-diene-20-carbaldehyde). Isolated yield 55.0%. RXN SMILES: CC1(C)CO[CH:5]([CH:8]([C@@H:10]2[C@:27]3([CH3:28])[C@H:13]([C:14]4[C@H:24]([CH2:25][CH2:26]3)[C@:22]3([CH3:23])[C:17]([CH2:18][C@@H:19]([O:35][C:36](=[O:44])[NH:37][C:38]5[CH:43]=[CH:42][CH:41]=[CH:40][CH:39]=5)[CH2:20][C@@H:21]3[O:29][C:30](=[O:34])[N:31]([CH3:33])[CH3:32])=[CH:16][CH:15]=4)[CH2:12][CH2:11]2)[CH3:9])[O:4]C1.C1(C)C=CC(S([O-])(=O)=O)=CC=1.[NH+]1C=CC=CC=1>CC(=O)CC>[CH3:33][N:31]([CH3:32])[C:30]([O:29][C@@H:21]1[C@@:22]2([CH3:23])[C:17](=[CH:16][CH:15]=[C:14]3[C@@H:24]2[CH2:25][CH2:26][C@@:27]2([CH3:28])[C@H:13]3[CH2:12][CH2:11][C@@H:10]2[CH:8]([CH:5]=[O:4])[CH3:9])[CH2:18][C@@H:19]([O:35][C:36](=[O:44])[NH:37][C:38]2[CH:43]=[CH:42][CH:41]=[CH:40][CH:39]=2)[CH2:20]1)=[O:34] |f:1.2|. Procedure details: In 10 ml of 2-butanone was dissolved 95 mg of 20-(5,5-dimethyl-1,3-dioxan-2-yl)-1α-(N,N-dimethylcarbamoyl)oxy-3β-(N-phenylcarbamoyl)oxypregna-5,7-diene, followed by addition of 50 mg of pyridinium p-toluenesulfonate, and the mixture was stirred in an atmosphere of argon gas at a temperature of 50° C. for 10 hours. The reaction mixture was then worked up in the same manner as Example 156 to give 45 mg of 1α-(N,N-dimethylcarbamoyl)oxy-3β-(N-phenylcarbamoyl)oxypregna-5,7-diene-20-carbaldehyde showi... Yields the product O1C=C(C=C1)C1=C(OCC(=O)NN)C(=CC=C1)C (2-(2-(furan-3-yl)-6-methylphenoxy)acetohydrazide). Yield: 90.0%. Procedure: Synthesis of 2-(2-methyl-6-(tetrahydrofuran-3-yl)phenoxy)acetohydrazide: methyl 2-(2-methyl-6-(tetrahydrofuran-3-yl)phenoxy)acetate (141 mg, 0.56 mmol) and hydrazine (0.03 mL, 0.6 mmol) were dissolved in EtOH 2 mL, followed by stirring at 100° C. for 12 hours. After the completion of the reaction, the reaction mixture was concentrated under reduced pressure to obtain 2-(2-(furan-3-yl)-6-methylphenoxy)acetohydrazide (127 mg, 90%). The reactants are CC1=C(OCC(=O)OC)C(=CC=C1)C1COCC1 (methyl 2-(2-methyl-6-(tetrahydrofuran-3-yl)phenoxy)acetate), NN (hydrazine), CC1=C(OCC(=O)NN)C(=CC=C1)C1COCC1 (2-(2-methyl-6-(tetrahydrofuran-3-yl)phenoxy)acetohydrazide). As a reaction SMILES: [CH3:1][C:2]1[CH:13]=[CH:12][CH:11]=[C:10]([CH:14]2[CH2:18][CH2:17][O:16][CH2:15]2)[C:3]=1[O:4][CH2:5][C:6]([NH:8][NH2:9])=[O:7].CC1C=CC=C(C2CCOC2)C=1OCC(OC)=O.NN>CCO>[O:16]1[CH:17]=[CH:18][C:14]([C:10]2[CH:11]=[CH:12][CH:13]=[C:2]([CH3:1])[C:3]=2[O:4][CH2:5][C:6]([NH:8][NH2:9])=[O:7])=[CH:15]1. Run at temperature 100 celsius, time 12 hour. Run in CCO (EtOH). Reactants: CC(C)=O, Cl, Cc1ncnc(C)c1C(=O)NCCC(C)N1CCC2(CC1)OCCO2. Yields the product Cc1ncnc(C)c1C(=O)NCCC(C)N1CCC(=O)CC1. RXN SMILES: [CH3:26][C:27](=[O:28])[CH3:29].[ClH:30].[O:1]1[CH2:3][CH2:2][O:4][C:5]12[CH2:6][CH2:7][N:8]([CH:11]([CH2:12][CH2:13][NH:14][C:15](=[O:16])[c:17]1[c:18]([CH3:24])[n:19][cH:20][n:21][c:22]1[CH3:23])[CH3:25])[CH2:9][CH2:10]2>>[O:4]=[C:5]1[CH2:6][CH2:7][N:8]([CH:11]([CH2:12][CH2:13][NH:14][C:15](=[O:16])[c:17]2[c:18]([CH3:24])[n:19][cH:20][n:21][c:22]2[CH3:23])[CH3:25])[CH2:9][CH2:10]1. Starting materials: ester, [OH-].[Li+] (lithium hydroxide), BrC1=NOCC1 (racemic 3-bromo 4,5-dihydroisoxazole), COC(C1=CN=CC(=C1)O)=O (5-hydroxynicotinic acid methyl ester), O1CCCC1 (tetrahydrofuran). Run in O1CCCC1.O (tetrahydrofuran water). Product: N1=CC(=CC=C1)OC1=NOCC1 (3-(pyridin-3-yloxy)-4,5-dihydroisoxazole), desired acid. As a reaction SMILES: Br[C:2]1[CH2:6][CH2:5][O:4][N:3]=1.COC(=O)[C:10]1[CH:15]=[C:14]([OH:16])[CH:13]=[N:12][CH:11]=1.[OH-].[Li+].O1CCCC1>O1CCCC1.O>[N:12]1[CH:11]=[CH:10][CH:15]=[C:14]([O:16][C:2]2[CH2:6][CH2:5][O:4][N:3]=2)[CH:13]=1 |f:2.3,5.6|. Procedure details: The enantiomers of 3-(pyridin-3-yloxy)-4,5-dihydroisoxazole III-74a and III-74b were prepared in 2 steps according to the following procedures: racemic 3-bromo 4,5-dihydroisoxazole III-66 was reacted with 5-hydroxynicotinic acid methyl ester using Method 5. The resulting ester (1.0 equiv) was dissolved in 1:1 tetrahydrofuran/water (0.06 M) and lithium hydroxide (8.0 equiv) was added. The reaction was allowed to stir at room temperature for 1 h after which point the tetrahydrofuran was removed un... Starting materials: C(C1=CC=CC=C1)OC(N[C@@H](CC(C)(C)C)C12OCC(CO1)(CO2)C)=O ([3,3-Dimethyl-1(S)-(4-methyl-2,6,7-trioxabicyclo[2.2.2]oct-1-yl)butyl]carbamic acid benzyl ester). The solvent is C(C)(=O)OCC (ethyl acetate). Conditions: time 4 hour. Yields the product CC(C[C@@H](C12OCC(CO1)(CO2)C)N)(C)C (3,3-dimethyl-1(S)-(4-methyl-2,6,7-trioxabicyclo[2.2.2]oct-1-yl)butylamine). Isolated yield 84.5%. Reaction SMILES: C(OC(=O)[NH:10][C@H:11]([C:17]12[O:24][CH2:23][C:20]([CH3:25])([CH2:21][O:22]1)[CH2:19][O:18]2)[CH2:12][C:13]([CH3:16])([CH3:15])[CH3:14])C1C=CC=CC=1>C(OCC)(=O)C>[CH3:14][C:13]([CH3:16])([CH3:15])[CH2:12][C@H:11]([NH2:10])[C:17]12[O:18][CH2:19][C:20]([CH3:25])([CH2:21][O:22]1)[CH2:23][O:24]2. Reported procedure: [3,3-Dimethyl-1(S)-(4-methyl-2,6,7-trioxabicyclo[2.2.2]oct-1-yl)butyl]carbamic acid benzyl ester (15 g) was dissolved in ethyl acetate (300 ml) and after degassing with nitrogen, 10% Pd—C (1.5 g) was added under nitrogen atmosphere. The reaction mixture was hydrogenated at 50 psi for 4 h. The solution was filtered through celite and washed with EtOAc. The solvent was removed to give 3,3-dimethyl-1(S)-(4-methyl-2,6,7-trioxabicyclo[2.2.2]oct-1-yl)butylamine (8 g) as a white solid. The reactants are COC1CCC(O)(C(=O)c2cc(Br)ccc2F)CC1, C1CCOC1, CC(C)(C)[O-], [K+]. The product is COC1CCC2(CC1)Oc1ccc(Br)cc1C2=O. As a reaction SMILES: [Br:1][c:2]1[cH:3][cH:4][c:5]([F:19])[c:6]([C:8](=[O:9])[C:10]2([OH:18])[CH2:11][CH2:12][CH:13]([O:16][CH3:17])[CH2:14][CH2:15]2)[cH:7]1.[CH2:26]1[O:27][CH2:28][CH2:29][CH2:30]1.[CH3:20][C:21]([CH3:22])([O-:23])[CH3:24].[K+:25]>>[Br:1][c:2]1[cH:3][cH:4][c:5]2[c:6]([cH:7]1)[C:8](=[O:9])[C:10]1([CH2:11][CH2:12][CH:13]([O:16][CH3:17])[CH2:14][CH2:15]1)[O:18]2. Solvent: FC(C(=O)O)(F)F (trifluoroacetic acid). As a reaction SMILES: C([NH:5][S:6]([C:9]1[O:10][C:11]([C:14]#[N:15])=[CH:12][CH:13]=1)(=[O:8])=[O:7])(C)(C)C>FC(F)(F)C(O)=O>[C:14]([C:11]1[O:10][C:9]([S:6]([NH2:5])(=[O:8])=[O:7])=[CH:13][CH:12]=1)#[N:15]. Procedure: A solution of N-(tert-butyl)-5-cyanofuran-2-sulfonamide (the product of example 50, step i) (1.0 g) in trifluoroacetic acid (30 mL) was stirred at room temperature for 24 h. The mixture was evaporated to dryness in vacuo to leave a crude yellow oil that was triturated with Et2O and filtered. The filtrate was evaporated to dryness in vacuo to give the subtitle compound as a pale yellow oil. Yield: 0.29 g. Starting materials: C(C)(C)(C)NS(=O)(=O)C=1OC(=CC1)C#N (N-(tert-butyl)-5-cyanofuran-2-sulfonamide), product. Yields the product C(#N)C1=CC=C(O1)S(=O)(=O)N (5-cyanofuran-2-sulfonamide). The reactants are COC(C=C(CC)CC)=O (3-ethyl-pent-2-enoic acid methyl ester). The reagents and catalysts are [Pd] (palladium). Run in O1CCOCC1 (dioxane). Reaction conditions: time 4 hour. The product is C(C)C(CC(=O)O)CC (3-ethyl pentanoic acid). Yield: 65.5%. Reaction SMILES: C[O:2][C:3](=[O:10])[CH:4]=[C:5]([CH2:8][CH3:9])[CH2:6][CH3:7]>O1CCOCC1.[Pd]>[CH2:6]([CH:5]([CH2:8][CH3:9])[CH2:4][C:3]([OH:10])=[O:2])[CH3:7]. Reported procedure: 3-ethyl-pent-2-enoic acid methyl ester (150 mg, 1.056 mmol) was dissolved in dioxane (1 ml), and palladium 10% on activated carbon (30 mg) was added; the slurry was hydrogenated under pressure (40 p.s.i.) for 4 h. The carbon was filtered off and the filter was washed with dioxane (1 ml); 1N NaOH (2 ml) was added to the mixture which was left overnight at room temperature; after addition of 1N hydrochloric acid (3 ml), the product was extracted with ethyl acetate. The organic solution was dried o... Reaction conditions: time 16 hour. Yields the product C(C)(C)(C)C=1SC(=CN1)C(=O)O (2-tert-butylthiazole-5-carboxylic acid). RXN SMILES: [C:1]([C:5]1[S:6][C:7]([C:10]([O:12]CC)=[O:11])=[CH:8][N:9]=1)([CH3:4])([CH3:3])[CH3:2].[OH-].[Li+]>C1COCC1.O>[C:1]([C:5]1[S:6][C:7]([C:10]([OH:12])=[O:11])=[CH:8][N:9]=1)([CH3:4])([CH3:2])[CH3:3] |f:1.2|. Yield: 54.6%. Procedure details: To a solution of ethyl 2-tert-butylthiazole-5-carboxylate (1.16 g, 5.44 mmol) in THF (10 mL) was added lithium hydroxide (0.45 g, 10.9 mmol) in water (5 mL) and the mixture was stirred for 16 h at RT. Solvents were removed under vacuum, and the thick liquid was diluted with water (5 mL) and acidified with 2M HCl solution to pH 4 to 5. The product precipitated, was filtered, washed with water (2×5 mL) and dried to provide 2-tert-butylthiazole-5-carboxylic acid as white solid (0.55 g, 55% yield). ... Run in C1CCOC1 (THF), O (water). Starting materials: C(C)(C)(C)C=1SC(=CN1)C(=O)OCC (ethyl 2-tert-butylthiazole-5-carboxylate), [OH-].[Li+] (lithium hydroxide).